This data is from the Open Reaction Database (ORD), a public repository of structured organic reaction records. The task is: describe an organic reaction: reactants, conditions, products, and yield Starting materials: FC=1C=C(C=CC1OC)CCC(=O)OCC (ethyl 3-(3-fluoro-4-methoxyphenyl)propionate), O (water), [OH-].[K+] (potassium hydroxide). The solvent is C(C)O (ethanol), Cl (hydrochloric acid). Reaction conditions: temperature 80 celsius, time 1 hour. Product: FC=1C=C(C=CC1OC)CCC(=O)O (3-(3-Fluoro-4-methoxyphenyl)propionic acid). Yield: 95.4%. RXN SMILES: [F:1][C:2]1[CH:3]=[C:4]([CH2:10][CH2:11][C:12]([O:14]CC)=[O:13])[CH:5]=[CH:6][C:7]=1[O:8][CH3:9].O.[OH-].[K+]>C(O)C.Cl>[F:1][C:2]1[CH:3]=[C:4]([CH2:10][CH2:11][C:12]([OH:14])=[O:13])[CH:5]=[CH:6][C:7]=1[O:8][CH3:9] |f:2.3|. Procedure details: To a solution of ethyl 3-(3-fluoro-4-methoxyphenyl)propionate (29.1 g, 129 mmol) in ethanol(50 ml)-water(50 ml) was added potassium hydroxide (9.4 g, 167 mmol) and the mixture was stirred at 80° C. for 1 hour. After cooling, the reaction mixture was poured in diluted hydrochloric acid and the resulting crystals were recovered by filtration and washed with diethyl ether to provide the title compound (yield 24.4 g, 96%). The reactants are [H-].[Na+] (sodium hydride), CN(C=O)C (N,N-dimethylformamide), CC1=C(N=C(O1)C1=CC=CC=C1)COC1=C(C=C(CN2C3=CC=CC=C3C=3C(=CC=CC23)O)C=C1)OC (9-{4-[(5-methyl-2-phenyloxazole-4-yl)methoxy]-3-methoxybenzyl}-9H-carbazole-4-ol), Br[C@@H](C(=O)OCC)CC (ethyl (R)-2-bromobutyrate). Solvent: O (Water). Run at time 1 hour. The product is COC=1C=C(CN2C3=CC=CC=C3C=3C(=CC=CC23)O[C@H](C(=O)OCC)CC)C=CC1OCC=1N=C(OC1C)C1=CC=CC=C1 (ethyl (S)-(+)-2-{9-[3-methoxy-4-((5-methyl-2-phenyl-oxazole-4-yl)methoxy)-benzyl]-9H-carbazole-4-yloxy}butyrate). RXN SMILES: [H-].[Na+].CN(C)C=O.[CH3:8][C:9]1[O:13][C:12]([C:14]2[CH:19]=[CH:18][CH:17]=[CH:16][CH:15]=2)=[N:11][C:10]=1[CH2:20][O:21][C:22]1[CH:42]=[CH:41][C:25]([CH2:26][N:27]2[C:39]3[CH:38]=[CH:37][CH:36]=[C:35]([OH:40])[C:34]=3[C:33]3[C:28]2=[CH:29][CH:30]=[CH:31][CH:32]=3)=[CH:24][C:23]=1[O:43][CH3:44].Br[C@H:46]([CH2:52][CH3:53])[C:47]([O:49][CH2:50][CH3:51])=[O:48]>O>[CH3:44][O:43][C:23]1[CH:24]=[C:25]([CH:41]=[CH:42][C:22]=1[O:21][CH2:20][C:10]1[N:11]=[C:12]([C:14]2[CH:15]=[CH:16][CH:17]=[CH:18][CH:19]=2)[O:13][C:9]=1[CH3:8])[CH2:26][N:27]1[C:39]2[CH:38]=[CH:37][CH:36]=[C:35]([O:40][C@@H:46]([CH2:52][CH3:53])[C:47]([O:49][CH2:50][CH3:51])=[O:48])[C:34]=2[C:33]2[C:28]1=[CH:29][CH:30]=[CH:31][CH:32]=2 |f:0.1|. Reported procedure: 41 mg of sodium hydride (60%) was added to N,N-dimethylformamide (2.5 mL) solution of 500 mg of 9-{4-[(5-methyl-2-phenyloxazole-4-yl)methoxy]-3-methoxybenzyl}-9H-carbazole-4-ol while being cooled in an ice bath, and stirred at room temperature for 1 hour. Thereafter, 239 mg of ethyl (R)-2-bromobutyrate was added thereto dropwise at −5° C., and was stirred for 30 minutes. Water was added to the reaction mixture, and extracted twice with ethyl acetate. The combined extract was washed with brine, a... Reactants: O=C(Cl)C(=O)Cl, ClCCl, O=C(O)c1ccc(-n2[nH]cc(-c3cccnc3)c2=O)nc1, CN(C)C=O. Product: O=C(Cl)c1ccc(-n2[nH]cc(-c3cccnc3)c2=O)nc1. RXN SMILES: [Cl:27][C:28]([C:29]([Cl:30])=[O:31])=[O:32].[Cl:33][CH2:34][Cl:35].[O:1]=[c:2]1[c:3](-[c:16]2[cH:17][n:18][cH:19][cH:20][cH:21]2)[cH:4][nH:5][n:6]1-[c:7]1[cH:8][cH:9][c:10]([C:13](=[O:14])[OH:15])[cH:11][n:12]1.[O:22]=[CH:23][N:24]([CH3:25])[CH3:26]>>[O:1]=[c:2]1[c:3](-[c:16]2[cH:17][n:18][cH:19][cH:20][cH:21]2)[cH:4][nH:5][n:6]1-[c:7]1[cH:8][cH:9][c:10]([C:13](=[O:14])[Cl:27])[cH:11][n:12]1. Starting materials: C(C)(=O)N1C(SC2=C1C=CC=C2)C2=C(C=CC=C2)OCCCCl (3-acetyl-2-[2-(3-chloropropoxy)phenyl]benzothiazoline). Solvent: C(C)O (ethanol), C(C)NCC (diethylamine). Product: Cl.C(C)(=O)N1C(SC2=C1C=CC=C2)C2=C(C=CC=C2)OCCCN(CC)CC (3-Acetyl-2-[2-(3-diethylaminopropoxy)phenyl]benzothiazoline hydrochloride). Yield: 161.5%. RXN SMILES: [C:1]([N:4]1[C:8]2[CH:9]=[CH:10][CH:11]=[CH:12][C:7]=2[S:6][CH:5]1[C:13]1[CH:18]=[CH:17][CH:16]=[CH:15][C:14]=1[O:19][CH2:20][CH2:21][CH2:22][Cl:23])(=[O:3])[CH3:2]>C(O)C.C(NCC)C>[ClH:23].[C:1]([N:4]1[C:8]2[CH:9]=[CH:10][CH:11]=[CH:12][C:7]=2[S:6][CH:5]1[C:13]1[CH:18]=[CH:17][CH:16]=[CH:15][C:14]=1[O:19][CH2:20][CH2:21][CH2:22][N:4]([CH2:5][CH3:13])[CH2:1][CH3:2])(=[O:3])[CH3:2] |f:3.4|. Procedure details: To the solution of 3.48 g of 3-acetyl-2-[2-(3-chloropropoxy)phenyl]benzothiazoline in 20 ml of ethanol, 10.3 ml of diethylamine is added and the mixture is refluxed for 2 hours. After removal of ethanol and excess amount of diethylamine in vacuo, ethyl acetate and water are added to the residue. The organic layer is extracted with N-hydrochloric acid, the acidic layer is alkalinized with N-sodium hydroxide solution and extracted with ethyl acetate. The organic layer is washed with saturated sodi... Starting materials: C1CCOC1, CCCn1c(=O)c2[nH]c(-c3ccc(NCCOC)nc3)cc2n(CCC)c1=O, O=C=Nc1ccc(F)cc1. The product is CCCn1c(=O)c2[nH]c(-c3ccc(N(CCOC)C(=O)Nc4ccc(F)cc4)nc3)cc2n(CCC)c1=O. As a reaction SMILES: [CH2:39]1[O:40][CH2:41][CH2:42][CH2:43]1.[CH3:1][O:2][CH2:3][CH2:4][NH:5][c:6]1[cH:7][cH:8][c:9](-[c:12]2[cH:13][c:14]3[n:15]([CH2:26][CH2:27][CH3:28])[c:16](=[O:25])[n:17]([CH2:22][CH2:23][CH3:24])[c:18](=[O:21])[c:19]3[nH:20]2)[cH:10][n:11]1.[F:29][c:30]1[cH:31][cH:32][c:33]([N:36]=[C:37]=[O:38])[cH:34][cH:35]1>>[CH3:1][O:2][CH2:3][CH2:4][N:5]([c:6]1[cH:7][cH:8][c:9](-[c:12]2[cH:13][c:14]3[n:15]([CH2:26][CH2:27][CH3:28])[c:16](=[O:25])[n:17]([CH2:22][CH2:23][CH3:24])[c:18](=[O:21])[c:19]3[nH:20]2)[cH:10][n:11]1)[C:37]([NH:36][c:33]1[cH:32][cH:31][c:30]([F:29])[cH:35][cH:34]1)=[O:38].